This data is from the Open Reaction Database (ORD), a public repository of structured organic reaction records. The task is: describe an organic reaction: reactants, conditions, products, and yield Reactants: ClC=1C=C(C=CC1F)NC1=NC=NC2=CC(=C(C=C12)NC(C=CCN1CC(O[C@@H](C1)C)=O)=O)OCC1CC1 (4-[(3-chloro-4-fluorophenyl)amino]-6-{[4-((R)-6-methyl-2-oxomorpholin-4-yl)-1-oxo-2-buten-1-yl]amino}-7-cyclopropylmethoxyquinazoline), Cl (hydrochloric acid), C(Cl)Cl.CO (methylene chloride methanol). Yields the product ClC=1C=C(C=CC1F)NC1=NC=NC2=CC(=C(C=C12)NC(C=CCN(C[C@@H](C)O)CC(=O)OC)=O)OCC1CC1 (4-[(3-chloro-4-fluorophenyl)amino]-6-[(4-{N-[(methoxycarbonyl)methyl]-N-((R)-2-hydroxyprop-1-yl)amino}-1-oxo-2-buten-1-yl)amino]-7-cyclopropylmethoxy quinazoline). Reaction SMILES: Cl[C:2]1[CH:3]=[C:4]([NH:9][C:10]2[C:19]3[C:14](=[CH:15][C:16]([O:34][CH2:35][CH:36]4[CH2:38][CH2:37]4)=[C:17]([NH:20][C:21](=[O:33])[CH:22]=[CH:23][CH2:24][N:25]4[CH2:30][C@@H:29](C)[O:28][C:27](=[O:32])[CH2:26]4)[CH:18]=3)[N:13]=[CH:12][N:11]=2)[CH:5]=[CH:6][C:7]=1[F:8].[ClH:39].[CH2:40](Cl)Cl.[CH3:43][OH:44]>>[Cl:39][C:2]1[CH:3]=[C:4]([NH:9][C:10]2[C:19]3[C:14](=[CH:15][C:16]([O:34][CH2:35][CH:36]4[CH2:38][CH2:37]4)=[C:17]([NH:20][C:21](=[O:33])[CH:22]=[CH:23][CH2:24][N:25]([CH2:26][C:27]([O:28][CH3:29])=[O:32])[CH2:30][C@H:43]([OH:44])[CH3:40])[CH:18]=3)[N:13]=[CH:12][N:11]=2)[CH:5]=[CH:6][C:7]=1[F:8] |f:2.3|. Procedure: Obtained by treating a methanolic solution of 4-[(3-chloro-4-fluorophenyl)amino]-6-{[4-((R)-6-methyl-2-oxomorpholin-4-yl)-1-oxo-2-buten-1-yl]amino}-7-cyclopropylmethoxyquinazoline with ethereal hydrochloric acid at room temperature. Rf value: 0.37 (silica gel, methylene chloride/methanol=20:1); mass spectrum (ESI−): m/z=570, 572 [M−H]−. The reactants are BrCc1ccccc1, Cc1ccccc1CBr, [K+], Nc1c2c(nc3ccccc13)CCCC2=O, [OH-], O. Product: Cc1ccccc1CNc1c2c(nc3ccccc13)CCCC2=O. As a reaction SMILES: [Br:28][CH2:29][c:30]1[cH:31][cH:32][cH:33][cH:34][cH:35]1.[CH3:19][c:20]1[c:21]([CH2:22][Br:23])[cH:24][cH:25][cH:26][cH:27]1.[K+:18].[NH2:1][c:2]1[c:3]2[cH:4][cH:5][cH:6][cH:7][c:8]2[n:9][c:10]2[c:15]1[C:14](=[O:16])[CH2:13][CH2:12][CH2:11]2.[OH-:17].[OH2:36]>>[NH:1]([c:2]1[c:3]2[cH:4][cH:5][cH:6][cH:7][c:8]2[n:9][c:10]2[c:15]1[C:14](=[O:16])[CH2:13][CH2:12][CH2:11]2)[CH2:22][c:21]1[c:20]([CH3:19])[cH:27][cH:26][cH:25][cH:24]1. Starting materials: N1=C(C=NC=C1)CNN1C(C=CC=C1)N (N-(2-pyrazinylmethyl)-1,2-pyridinediamine), Cl.ClCC(OCC)=N (ethyl 2-chloroethanimidate monohydrochloride), C(C)(=O)O (acetic acid). Run at time 21 hour. Yields the product ClCC1=NC=2C(=NC=CC2)N1CC1=NC=CN=C1 (2-(chloromethyl)-3-(2-pyrazinylmethyl)-3H-imidazo[4,5-b]-pyridine). Isolated yield 100.0%. RXN SMILES: [N:1]1[CH:6]=[CH:5][N:4]=[CH:3][C:2]=1[CH2:7][NH:8]N1C=CC=CC1N.Cl.[Cl:17][CH2:18][C:19](=[NH:23])OCC.[C:24](O)(=O)[CH3:25]>>[Cl:17][CH2:18][C:19]1[N:8]([CH2:7][C:2]2[CH:3]=[N:4][CH:5]=[CH:6][N:1]=2)[C:2]2=[N:1][CH:6]=[CH:24][CH:25]=[C:3]2[N:23]=1 |f:1.2|. Procedure: To a stirred solution of 3.6 parts of N-(2-pyrazinylmethyl)-1,2-pyridinediamine in 30 parts of acetic acid were added 4.24 parts of ethyl 2-chloroethanimidate monohydrochloride. The reaction mixture was stirred first for 21 hours at room temperature and then for a few minutes at 90° C. The whole was evaporated and the residue was taken up in water. The aqueous layer was treated with sodium carbonate and the product was extracted with dichloromethane. The extract was dried, filtered and evaporate... The reactants are B.CSC (Borane methyl sulfide), ice, C1(OCCC2=CC=CC=C12)CC(=O)O ((-)-(isochroman-1-yl)acetic acid). Run in C1CCOC1 (THF). Reaction conditions: time 20 minute. Yields the product C1(OCCC2=CC=CC=C12)CCO ((-)-2-(isochroman-1-yl)ethanol). RXN SMILES: B.CSC.[CH:5]1([CH2:15][C:16](O)=[O:17])[C:14]2[C:9](=[CH:10][CH:11]=[CH:12][CH:13]=2)[CH2:8][CH2:7][O:6]1>C1COCC1>[CH:5]1([CH2:15][CH2:16][OH:17])[C:14]2[C:9](=[CH:10][CH:11]=[CH:12][CH:13]=2)[CH2:8][CH2:7][O:6]1 |f:0.1|. Procedure details: Borane-methyl sulfide (10.5 ml) in THF is added to an ice-cooled solution of (-)-(isochroman-1-yl)acetic acid (LXI, EXAMPLE 45--Step 3, 7.08 g, 36.8 mmol). After stirring for 20 min at 0°, the ice bath is removed and the solution is stirred at 20-25° for another 1.7 hr. The reaction flask is then placed in an ice-water bath and methanol is added slowly until no further gas evolution occurs. The solvents are then removed under reduced pressure and methanol is again added and removed a second and ... Reactants: CC12OC(C(C(C1=NN)=NO)CC2)C (1,3-dimethyl-2-oxabicyclo[2,2,2]octan-5,6-dione-5-oxime-6-hydrazone), COC(C1=CC=CC=C1)(OC)OC (trimethylorthobenzoate). Reported procedure: A solution of 1.97 g. (0.01 mole) 1,3-dimethyl-2-oxabicyclo[2,2,2]octan-5,6-dione-5-oxime-6-hydrazone in 10 ml. trimethylorthobenzoate is refluxed under nitrogen for 18 hours at a bath temperature of 140° C. during which time all distillate is removed. The resulting mixture is cooled and evaporated to dryness in vacuo. After filtering the residue dissolved in 2% methanol-chloroform through silica gel, and evaporation of the filtrate gives 3-phenyl-5,8-dihydro-6,8-dimethyl-5,8-ethano-6H-pyrano[4,... As a reaction SMILES: [CH3:1][C:2]12[CH2:13][CH2:12][CH:5]([C:6](=[N:10][OH:11])[C:7]1=[N:8][NH2:9])[CH:4]([CH3:14])[O:3]2.CO[C:17](OC)(OC)[C:18]1[CH:23]=[CH:22][CH:21]=[CH:20][CH:19]=1>>[C:18]1([C:17]2[N:9]=[N:8][C:7]3[C:2]4([CH3:1])[CH2:13][CH2:12][CH:5]([CH:4]([CH3:14])[O:3]4)[C:6]=3[N+:10]=2[O-:11])[CH:23]=[CH:22][CH:21]=[CH:20][CH:19]=1. Product: C1(=CC=CC=C1)C=1N=NC2=C([N+]1[O-])C1C(OC2(CC1)C)C (3-phenyl-5,8-dihydro-6,8-dimethyl-5,8-ethano-6H-pyrano[4,3-e]-as-triazine-4-oxide). Reactants: COC(C1=CC=C(C=C1)NC(=O)N1[C@@H]([C@@]([C@@H](C1)CC(C)(C)C)(C#N)C1=C(C=C(C=C1)Cl)F)C1=C(C=C(C=C1)Cl)F)=O (rac-4-{[(2S,3S,4S)-2,3-bis-(4-chloro-2-fluoro-phenyl)-3-cyano-4-(2,2-dimethyl-propyl)-pyrrolidine-1-carbonyl]-amino}-benzoic acid methyl ester), [Li+].[OH-] (LiOH). The solvent is C1CCOC1.CO (THF MeOH). Conditions: time 8 hour. Product: ClC1=CC(=C(C=C1)[C@H]1N(C[C@H]([C@]1(C#N)C1=C(C=C(C=C1)Cl)F)CC(C)(C)C)C(=O)NC1=CC=C(C(=O)O)C=C1)F (rac-4-{[(2S,3S,4S)-2,3-bis-(4-chloro-2-fluoro-phenyl)-3-cyano-4-(2,2-dimethyl-propyl)-pyrrolidine-1-carbonyl]-amino}-benzoic acid). Isolated yield 79.3%. Reaction SMILES: C[O:2][C:3](=[O:41])[C:4]1[CH:9]=[CH:8][C:7]([NH:10][C:11]([N:13]2[CH2:17][C@@H:16]([CH2:18][C:19]([CH3:22])([CH3:21])[CH3:20])[C@@:15]([C:25]3[CH:30]=[CH:29][C:28]([Cl:31])=[CH:27][C:26]=3[F:32])([C:23]#[N:24])[C@H:14]2[C:33]2[CH:38]=[CH:37][C:36]([Cl:39])=[CH:35][C:34]=2[F:40])=[O:12])=[CH:6][CH:5]=1.[Li+].[OH-]>C1COCC1.CO>[Cl:39][C:36]1[CH:37]=[CH:38][C:33]([C@@H:14]2[C@:15]([C:25]3[CH:30]=[CH:29][C:28]([Cl:31])=[CH:27][C:26]=3[F:32])([C:23]#[N:24])[C@H:16]([CH2:18][C:19]([CH3:22])([CH3:21])[CH3:20])[CH2:17][N:13]2[C:11]([NH:10][C:7]2[CH:6]=[CH:5][C:4]([C:3]([OH:41])=[O:2])=[CH:9][CH:8]=2)=[O:12])=[C:34]([F:40])[CH:35]=1 |f:1.2,3.4|. Procedure details: To a mixture of rac-4-{[(2S,3S,4S)-2,3-bis-(4-chloro-2-fluoro-phenyl)-3-cyano-4-(2,2-dimethyl-propyl)-pyrrolidine-1-carbonyl]-amino}-benzoic acid methyl ester (142.6 mg, 0.24 mmol) in THF/MeOH (3.4 mL/0.8 mL) was added 4 N LiOH (1.4 mL), and the reaction mixture was stirred at rt overnight. The reaction mixture was concentrated and quenched with 2 NH2SO4, extracted with EtOAc, and washed with water, brine. The organic phase was separated, and dried over Na2SO4. The mixture was then concentrated ... The reactants are C(C)(=O)OCC (ethyl acetate), ClC1=CC=C(CN2C=NC(=C2C(=O)O)CN2CCC(CC2)(C2=CC=CC=C2)C2=CC=CC=C2)C=C1 (1-(4-Chlorobenzyl)-4-[(4,4-diphenyl-1-piperidinyl)methyl]-1H-imidazole-5-carboxylic Acid), N (ammonia), C1=CN(C=N1)C(=O)N2C=CN=C2 (N,N-carbonyldiimidazole). The solvent is [Cl-].[Na+].O (Brine), CN(C=O)C (N,N-dimethylformamide). Run at temperature 60 celsius, time 16 hour. The product is ClC1=CC=C(CN2C=NC(=C2C(=O)N)CN2CCC(CC2)(C2=CC=CC=C2)C2=CC=CC=C2)C=C1 (1-(4-Chlorobenzyl)-4-[(4,4-diphenyl-1-piperidinyl)methyl]-1H-imidazole-5-carboxamide). Isolated yield 46.8%. Reaction SMILES: [Cl:1][C:2]1[CH:35]=[CH:34][C:5]([CH2:6][N:7]2[C:11]([C:12](O)=[O:13])=[C:10]([CH2:15][N:16]3[CH2:21][CH2:20][C:19]([C:28]4[CH:33]=[CH:32][CH:31]=[CH:30][CH:29]=4)([C:22]4[CH:27]=[CH:26][CH:25]=[CH:24][CH:23]=4)[CH2:18][CH2:17]3)[N:9]=[CH:8]2)=[CH:4][CH:3]=1.C1N=C[N:38](C(N2C=NC=C2)=O)C=1.N.C(OCC)(=O)C>CN(C)C=O.[Cl-].[Na+].O>[Cl:1][C:2]1[CH:3]=[CH:4][C:5]([CH2:6][N:7]2[C:11]([C:12]([NH2:38])=[O:13])=[C:10]([CH2:15][N:16]3[CH2:21][CH2:20][C:19]([C:22]4[CH:27]=[CH:26][CH:25]=[CH:24][CH:23]=4)([C:28]4[CH:29]=[CH:30][CH:31]=[CH:32][CH:33]=4)[CH2:18][CH2:17]3)[N:9]=[CH:8]2)=[CH:34][CH:35]=1 |f:5.6.7|. Procedure details: The product of Example 19 (0.03 g) was dissolved in N,N-dimethylformamide (2 ml), N,N-carbonyldiimidazole (0.020 g) was added and the solution heated at 60° C. for 2 hours and cooled. Aqueous ammonia solution (1 ml) was added and the mixture stirred at room temperature for 16 hours. Brine and ethyl acetate were added, the organic phase was separated, dried and the solvent removed by evaporation to give a solid. Trituration under ether gave the product as a solid (0.014 g), m.p. 227-228° C. RXN SMILES: [C:1]1([CH2:7][C:8]([NH:10][C@H:11]([C:13]([OH:15])=O)[CH3:12])=[O:9])[CH:6]=[CH:5][CH:4]=[CH:3][CH:2]=1.Cl.[CH3:17][O:18][C:19](=[O:34])[C@H:20]([CH2:29][CH2:30][CH2:31][CH2:32][NH2:33])[NH:21][C:22]([O:24][C:25]([CH3:28])([CH3:27])[CH3:26])=[O:23]>>[CH3:17][O:18][C:19](=[O:34])[C@H:20]([CH2:29][CH2:30][CH2:31][CH2:32][NH2:33])[N:21]([C:13](=[O:15])[C@H:11]([CH3:12])[NH:10][C:8](=[O:9])[CH2:7][C:1]1[CH:2]=[CH:3][CH:4]=[CH:5][CH:6]=1)[C:22]([O:24][C:25]([CH3:28])([CH3:26])[CH3:27])=[O:23] |f:1.2|. Procedure: Following General Procedure A and using N-(phenylacetyl)-L-alanine (from Example B1 above) and N,-(tert-butoxycarbonyl)-L-lysine methyl ester hydrochloride (Bachem), the title compound was prepared as a solid (mp=119-121° C.). The reaction was monitored by tlc (Rf=0.46 in 90:10:1 CH2Cl2MeOHNH4OH). The reactants are Cl.COC([C@@H](NC(=O)OC(C)(C)C)CCCCN)=O ((tert-butoxycarbonyl)-L-lysine methyl ester hydrochloride), solid, C1(=CC=CC=C1)CC(=O)N[C@@H](C)C(=O)O (N-(phenylacetyl)-L-alanine). Yields the product COC([C@@H](N(C(=O)OC(C)(C)C)C([C@@H](NC(CC1=CC=CC=C1)=O)C)=O)CCCCN)=O (N-[N-(Phenylacetyl)-L-alaninyl]-N-(tert-butoxycarbonyl)-L-lysine Methyl Ester). Reactants: N#Cc1ccc(Br)cc1F, CS(C)=O, COC(=O)CC#N, Cl, [H-], [Na+], O. The product is N#CCc1cc(Br)ccc1C#N. RXN SMILES: [Br:10][c:11]1[cH:12][c:13]([F:19])[c:14]([C:15]#[N:16])[cH:17][cH:18]1.[CH3:21][S:22]([CH3:23])=[O:24].[CH3:3][O:4][C:5](=[O:6])[CH2:7][C:8]#[N:9].[ClH:20].[H-:1].[Na+:2].[OH2:25]>>[CH2:7]([C:8]#[N:9])[c:13]1[cH:12][c:11]([Br:10])[cH:18][cH:17][c:14]1[C:15]#[N:16]. Reaction SMILES: [Br:1][CH2:2][CH2:3][CH2:4][O:5][C:6]1[CH:7]=[CH:8][C:9]2[C:13]3[CH:14]=[CH:15][C:16]([Cl:18])=[CH:17][C:12]=3[O:11][C:10]=2[CH:19]=1.[CH2:20]([N:27]1[CH:31]=[CH:30][N:29]=[CH:28]1)[C:21]1[CH:26]=[CH:25][CH:24]=[CH:23][CH:22]=1>O1CCOCC1.C(#N)C>[Br-:1].[CH2:20]([N+:27]1[CH:31]=[CH:30][N:29]([CH2:2][CH2:3][CH2:4][O:5][C:6]2[CH:7]=[CH:8][C:9]3[C:13]4[CH:14]=[CH:15][C:16]([Cl:18])=[CH:17][C:12]=4[O:11][C:10]=3[CH:19]=2)[CH:28]=1)[C:21]1[CH:22]=[CH:23][CH:24]=[CH:25][CH:26]=1 |f:4.5|. Reactants: BrCCCOC=1C=CC2=C(OC3=C2C=CC(=C3)Cl)C1 (1-bromo-3-(7-chlorodibenzofuran-3-yloxy)-propane), C(C1=CC=CC=C1)N1C=NC=C1 (N-benzylimidazole). Procedure details: A solution of 14 g (0.041 mole) of 1-bromo-3-(7-chlorodibenzofuran-3-yloxy)-propane and 7.9 g (0.05 mole) of N-benzylimidazole in 25 ml of dry dioxane and 25 ml of dry acetonitrile was stirred for 40 hours at 70° C. The mixture was cooled to 15° C. in an ice bath, and the crystalline precipitate formed was then filtered off under suction, washed with 30 ml of ether and finally with 50 ml of n-pentane, and dried. 15 g (73.2% of theory) of N1 -benzyl-N3 -[3-(7-chlorodibenzofuran-3-yloxy)-propyl]-i... Conditions: temperature 15 celsius. Solvent: O1CCOCC1 (dioxane), C(C)#N (acetonitrile). Product: [Br-].C(C1=CC=CC=C1)[N+]1=CN(C=C1)CCCOC=1C=CC2=C(OC3=C2C=CC(=C3)Cl)C1 (N1 -benzyl-N3 -[3-(7-chlorodibenzofuran-3-yloxy)-propyl]-imidazolium bromide). The yield is 73.5%.